Dataset: the Open Reaction Database (ORD), a public repository of structured organic reaction records. Task: describe an organic reaction: reactants, conditions, products, and yield Reactants: ClC(=O)OC(C)C (isopropyl chloroformate), NC=1C=C(C=CC1)O (3-aminophenol), [O-2].[Mg+2] (magnesium oxide), O (water). Run in C(C)(=O)OCC (ethyl acetate). Conditions: time 1 hour. Product: OC=1C=C(C=CC1)NC(OC(C)C)=O (Isopropyl 3-hydroxyphenylcarbamate). Yield: 83.4%. As a reaction SMILES: [NH2:1][C:2]1[CH:3]=[C:4]([OH:8])[CH:5]=[CH:6][CH:7]=1.[O-2].[Mg+2].O.Cl[C:13]([O:15][CH:16]([CH3:18])[CH3:17])=[O:14]>C(OCC)(=O)C>[OH:8][C:4]1[CH:3]=[C:2]([NH:1][C:13](=[O:14])[O:15][CH:16]([CH3:18])[CH3:17])[CH:7]=[CH:6][CH:5]=1 |f:1.2|. Reported procedure: A mixture of 3-aminophenol (109 g), magnesium oxide (25 g), water (350 ml) and ethyl acetate (100 ml) was stirred vigorously at room temperature while isopropyl chloroformate (123 g) was added slowly. An ice bath was employed to ensure that the temperature did not exceed 30° C. After stirring for one hour at room temperature, the mixture was filtered to remove insoluble particles. These were washed thoroughly with ether, then the filtrates were combined, then separated, and the organic layers we...